From a dataset of the Open Reaction Database (ORD), a public repository of structured organic reaction records. describe an organic reaction: reactants, conditions, products, and yield Starting materials: N1C(C=CC=C1)=O (2-Pyridone), BrCC(=O)OCC (ethyl bromoacetate), C([O-])([O-])=O.[K+].[K+] (Potassium carbonate). Product: C(C)OC(=O)CN1C(C=CC=C1)=O (N-ethoxycarbonylmethyl-2-pyridone). Reported procedure: 2-Pyridone (4.76 g, 50 mmol) and ethyl bromoacetate (10.02 g, 60 mmol) were dissolved in acetone (100 ml). Potassium carbonate (8.28 g, 60 mmol) was added to the solution and the mixture was refluxed for two hours with stirring. After being cooled, insoluble substances were removed by filtration and the filtrate was evaporated to dryness. The residue was purified by silica gel column chromatography, to thereby obtain N-ethoxycarbonylmethyl-2-pyridone (7.60 g, yield 84%). Yield: 83.9%. The solvent is CC(=O)C (acetone). Reaction SMILES: [NH:1]1[CH:6]=[CH:5][CH:4]=[CH:3][C:2]1=[O:7].Br[CH2:9][C:10]([O:12][CH2:13][CH3:14])=[O:11].C(=O)([O-])[O-].[K+].[K+]>CC(C)=O>[CH2:13]([O:12][C:10]([CH2:9][N:1]1[CH:6]=[CH:5][CH:4]=[CH:3][C:2]1=[O:7])=[O:11])[CH3:14] |f:2.3.4|. Starting materials: [Cl-].FC(S(=O)(=O)OC=1CC[NH2+]CC1)(F)F (4-{[(Trifluoromethyl)sulfonyl]oxy}-1,2,3,6-tetrahydropyridinium chloride), C[C@@]1(NC(NC1=O)=O)CS(=O)(=O)Cl ([(4S)-4-methyl-2,5-dioxoimidazolidin-4-yl]methanesulfonyl chloride). Product: FC(S(=O)(=O)OC=1CCN(CC1)S(=O)(=O)C[C@]1(NC(NC1=O)=O)C)(F)F (1-({[(4S)-4-Methyl-2,5-dioxoimidazolidin-4-yl]methyl}sulfonyl)-1,2,3,6-tetrahydropyridin-4-yl trifluoromethanesulfonate). As a reaction SMILES: [Cl-].[F:2][C:3]([F:15])([F:14])[S:4]([O:7][C:8]1[CH2:9][CH2:10][NH2+:11][CH2:12][CH:13]=1)(=[O:6])=[O:5].[CH3:16][C@@:17]1([CH2:24][S:25](Cl)(=[O:27])=[O:26])[C:21](=[O:22])[NH:20][C:19](=[O:23])[NH:18]1>>[F:15][C:3]([F:2])([F:14])[S:4]([O:7][C:8]1[CH2:13][CH2:12][N:11]([S:25]([CH2:24][C@:17]2([CH3:16])[C:21](=[O:22])[NH:20][C:19](=[O:23])[NH:18]2)(=[O:26])=[O:27])[CH2:10][CH:9]=1)(=[O:6])=[O:5] |f:0.1|. Procedure: 4-{[(Trifluoromethyl)sulfonyl]oxy}-1,2,3,6-tetrahydropyridinium chloride was reacted with [(4S)-4-methyl-2,5-dioxoimidazolidin-4-yl]methanesulfonyl chloride (Example 1f) in the same way as for Example 1c. Reactants: CN(NC1=C(C(=C(C=C1[N+](=O)[O-])C(F)(F)F)Cl)[N+](=O)[O-])C (N-(dimethylamino)-3-chloro-2,6-dinitro-4-trifluoromethylaniline), [Na+].[Cl-] (NaCl), resultant mixture, CO (methanol), C[O-].[Na+] (sodium methoxide), yellow crystalline solid. Solvent: O (water), O (water). Product: CN(NC1=C(C(=C(C=C1[N+](=O)[O-])C(F)(F)F)OC)[N+](=O)[O-])C (N-(dimethylamino)-2,6-dinitro-3-methoxy-4-trifluoromethylaniline). Reaction SMILES: [CH3:1][N:2]([CH3:21])[NH:3][C:4]1[C:9]([N+:10]([O-:12])=[O:11])=[CH:8][C:7]([C:13]([F:16])([F:15])[F:14])=[C:6](Cl)[C:5]=1[N+:18]([O-:20])=[O:19].[CH3:22][OH:23].C[O-].[Na+].[Na+].[Cl-]>O>[CH3:1][N:2]([CH3:21])[NH:3][C:4]1[C:9]([N+:10]([O-:12])=[O:11])=[CH:8][C:7]([C:13]([F:16])([F:15])[F:14])=[C:6]([O:23][CH3:22])[C:5]=1[N+:18]([O-:20])=[O:19] |f:2.3,4.5|. Procedure details: To a stirred solution of 5.0 g. (0.015 mole) of N-(dimethylamino)-3-chloro-2,6-dinitro-4-trifluoromethylaniline and 50 ml. of anhydrous methanol was added 3.77 g. (0.015 mole) of a 21.8% methanolic sodium methoxide solution. The resultant mixture was stirred at room temperature for 6 hours and was then refluxed overnight for 16 hours. The methanol was then evaporated under vacuum leaving a yellow-solid residue. To the residue was added 150 ml. of water and the mixture stirred for 30 minutes to d... The reactants are CN1CCCC1=O, Cc1cnc2c(NC(=O)c3c(Cl)cccc3Cl)cccc2c1Cl, [H-], [Na+], Oc1ccccc1. Yields the product Cc1cnc2c(NC(=O)c3c(Cl)cccc3Cl)cccc2c1Oc1ccccc1. As a reaction SMILES: [CH3:33][N:34]1[CH2:35][CH2:36][CH2:37][C:38]1=[O:39].[Cl:10][c:11]1[c:12]([CH3:32])[cH:13][n:14][c:15]2[c:16]([NH:21][C:22]([c:23]3[c:24]([Cl:30])[cH:25][cH:26][cH:27][c:28]3[Cl:29])=[O:31])[cH:17][cH:18][cH:19][c:20]12.[H-:1].[Na+:2].[OH:3][c:4]1[cH:5][cH:6][cH:7][cH:8][cH:9]1>>[O:3]([c:4]1[cH:5][cH:6][cH:7][cH:8][cH:9]1)[c:11]1[c:12]([CH3:32])[cH:13][n:14][c:15]2[c:16]([NH:21][C:22]([c:23]3[c:24]([Cl:30])[cH:25][cH:26][cH:27][c:28]3[Cl:29])=[O:31])[cH:17][cH:18][cH:19][c:20]12. The reactants are NC=1C=NN(C1N1C[C@@H](CC1)CNC(OC(C)(C)C)=O)C ((S)-tert-butyl (1-(4-amino-1-methyl-1H-pyrazol-5-yl)pyrrolidin-3-yl)methylcarbamate), NC=1C(=NC(=CC1)Br)C(=O)O (3-amino-6-bromopicolinic acid), amide, FC1=C(C=CC=C1)B(O)O (2-fluorophenylboronic acid). The product is NC=1C(=NC(=CC1)C1=C(C=CC=C1)F)C(=O)NC=1C=NN(C1N1C[C@@H](CC1)CN)C ((S)-3-amino-N-(5-(3-(aminomethyl)pyrrolidin-1-yl)-1-methyl-1H-pyrazol-4-yl)-6-(2-fluorophenyl)picolinamide). The yield is 48.0%. Reaction SMILES: [NH2:1][C:2]1[CH:3]=[N:4][N:5]([CH3:21])[C:6]=1[N:7]1[CH2:11][CH2:10][C@@H:9]([CH2:12][NH:13]C(=O)OC(C)(C)C)[CH2:8]1.[NH2:22][C:23]1[C:24]([C:30]([OH:32])=O)=[N:25][C:26](Br)=[CH:27][CH:28]=1.[F:33][C:34]1[CH:39]=[CH:38][CH:37]=[CH:36][C:35]=1B(O)O>>[NH2:22][C:23]1[C:24]([C:30]([NH:1][C:2]2[CH:3]=[N:4][N:5]([CH3:21])[C:6]=2[N:7]2[CH2:11][CH2:10][C@@H:9]([CH2:12][NH2:13])[CH2:8]2)=[O:32])=[N:25][C:26]([C:35]2[CH:36]=[CH:37][CH:38]=[CH:39][C:34]=2[F:33])=[CH:27][CH:28]=1. Procedure: Following the procedures for Example 141, (S)-tert-butyl (1-(4-amino-1-methyl-1H-pyrazol-5-yl)pyrrolidin-3-yl)methylcarbamate and 3-amino-6-bromopicolinic acid were coupled and the intermediate amide was reacted with 2-fluorophenylboronic acid under palladium catalyzed Suzuki conditions to give 134 as a white solid (76 mg, 48%) over three steps. 1H NMR (400 MHz, DMSO) δ 9.75 (s, 1H), 8.05 (t, J=7.9, 1H), 7.73 (dd, J=8.7, 2.0, 1H), 7.57 (s, 1H), 7.49-7.22 (m, 4H), 7.07 (s, 2H), 3.65 (s, 3H), 3.33... Starting materials: ClC=1C=C(C=CC1Cl)[N+](=O)[O-] (3,4-dichloronitrobenzene), [F-].[K+] (potassium fluoride), C1COCCOCCOCCOCCOCCO1 (18-crown-6). Solvent: CN(C=O)C (dimethylformamide). Product: ClC=1C=C(C=CC1F)[N+](=O)[O-] (3-chloro-4-fluoronitrobenzene). The yield is 82.0%. Reaction SMILES: [Cl:1][C:2]1[CH:3]=[C:4]([N+:9]([O-:11])=[O:10])[CH:5]=[CH:6][C:7]=1Cl.[F-:12].[K+].C1OCCOCCOCCOCCOCCOC1>CN(C)C=O>[Cl:1][C:2]1[CH:3]=[C:4]([N+:9]([O-:11])=[O:10])[CH:5]=[CH:6][C:7]=1[F:12] |f:1.2|. Procedure details: A suspension of 1,500 parts of 3,4-dichloronitrobenzene, 680 parts of potassium fluoride and 25 parts of 18-crown-6 in 1,420 parts of dimethylformamide is refluxed for 9 hours, the temperature being 165° C. The mixture is worked up by the method described in Example 1. 1,124 parts (82% of theory) of 3-chloro-4-fluoronitrobenzene of melting point 41°-42° C. are obtained. The reactants are C(C1=CC=CC=C1)(C1=CC=CC=C1)NP(O)(=O)CC1=CC=CC=C1 ((Benzhydrylamino)(phenyl)methylphosphinic acid). Solvent: Cl (HCl). Run at temperature 0 celsius. Yields the product NP(O)(=O)CC1=CC=CC=C1 (Amino(phenyl)methylphosphinic acid). RXN SMILES: C([NH:14][P:15]([CH2:18][C:19]1[CH:24]=[CH:23][CH:22]=[CH:21][CH:20]=1)(=[O:17])[OH:16])(C1C=CC=CC=1)C1C=CC=CC=1>Cl>[NH2:14][P:15]([CH2:18][C:19]1[CH:20]=[CH:21][CH:22]=[CH:23][CH:24]=1)(=[O:16])[OH:17]. Reported procedure: A mixture of 20 g of the compound from step 1 and 160 ml of 6N HCl is boiled under reflux for 2 hours. After cooling, the reaction medium is concentrated by half and extracted with 3×1.5 l of ethyl ether. The solution is evaporated to dryness and the oily residue is taken up with 160 ml of ethanol. The solution is cooled to 0° C. and 40 ml of propylene oxide is added. A white solid precipitates. The precipitate is dewatered, washed with ethanol (2×20 ml), ethyl ether (2×10 ml) and dried. White s...